Dataset: the Open Reaction Database (ORD), a public repository of structured organic reaction records. Task: describe an organic reaction: reactants, conditions, products, and yield Reactants: C(#N)C=1C=C2C(=C(C(NC2=CC1)=O)C1=CC(=NO1)C)OS(=O)(=O)C(F)(F)F (trifluoro-methanesulfonic acid 6-cyano-3-(3-methyl-isoxazol-5-yl)-2-oxo-1,2-dihydro-quinolin-4-yl ester), C1(=CCCCCC1)B(O)O (cyclohepten-1-ylboronic acid), C(=O)([O-])[O-].[Na+].[Na+] (Na2CO3), Cl (HCl). The reagents and catalysts are C=1C=CC(=CC1)[P](C=2C=CC=CC2)(C=3C=CC=CC3)[Pd]([P](C=4C=CC=CC4)(C=5C=CC=CC5)C=6C=CC=CC6)([P](C=7C=CC=CC7)(C=8C=CC=CC8)C=9C=CC=CC9)[P](C=1C=CC=CC1)(C=1C=CC=CC1)C=1C=CC=CC1 (Pd(PPh3)4). Solvent: O1CCOCC1 (1,4-dioxane), O (H2O). Conditions: temperature 80 celsius, time 1 hour. Yields the product C1(=CCCCCC1)C1=C(C(NC2=CC=C(C=C12)C#N)=O)C1=CC(=NO1)C (4-Cyclohept-1-enyl-3-(3-methyl-isoxazol-5-yl)-2-oxo-1,2-dihydro-quinoline-6-carbonitrile). The yield is 58.3%. Reaction SMILES: [C:1]([C:3]1[CH:4]=[C:5]2[C:10](=[CH:11][CH:12]=1)[NH:9][C:8](=[O:13])[C:7]([C:14]1[O:18][N:17]=[C:16]([CH3:19])[CH:15]=1)=[C:6]2OS(C(F)(F)F)(=O)=O)#[N:2].[C:28]1(B(O)O)[CH2:34][CH2:33][CH2:32][CH2:31][CH2:30][CH:29]=1.C([O-])([O-])=O.[Na+].[Na+].Cl>O1CCOCC1.C1C=CC([P]([Pd]([P](C2C=CC=CC=2)(C2C=CC=CC=2)C2C=CC=CC=2)([P](C2C=CC=CC=2)(C2C=CC=CC=2)C2C=CC=CC=2)[P](C2C=CC=CC=2)(C2C=CC=CC=2)C2C=CC=CC=2)(C2C=CC=CC=2)C2C=CC=CC=2)=CC=1.O>[C:28]1([C:6]2[C:5]3[C:10](=[CH:11][CH:12]=[C:3]([C:1]#[N:2])[CH:4]=3)[NH:9][C:8](=[O:13])[C:7]=2[C:14]2[O:18][N:17]=[C:16]([CH3:19])[CH:15]=2)[CH2:34][CH2:33][CH2:32][CH2:31][CH2:30][CH:29]=1 |f:2.3.4,^1:54,56,75,94|. Procedure: A mixture of trifluoro-methanesulfonic acid 6-cyano-3-(3-methyl-isoxazol-5-yl)-2-oxo-1,2-dihydro-quinolin-4-yl ester (30 mg, 0.075 mmol), cyclohepten-1-ylboronic acid (12.6 mg, 0.090 mmol), Pd(PPh3)4 (8.7 mg, 0.0075 mmol) and Na2CO3 (375 ul, 0.75 mmol, 2.0 M) in 1 ml of 1,4-dioxane was stirred at 80° C. for 1 h, then cooled to rt. Treated with 20 ml of H2O, the mixture was acidified to PH=7 with 1N HCl and then extracted with EtOAc (3×15 ml). The combined organic layers were washed with H2O (20 ... The reactants are CC(=O)O, O=C(O)C=Cc1cccc(-c2nc(C(Cl)(Cl)Cl)nc(C(Cl)(Cl)Cl)n2)c1, O. Product: COC(=O)C=Cc1cccc(-c2nc(C(Cl)(Cl)Cl)nc(C(Cl)(Cl)Cl)n2)c1. RXN SMILES: [C:27]([OH:28])(=[O:29])[CH3:30].[Cl:1][C:2]([c:3]1[n:4][c:5](-[c:13]2[cH:14][c:15]([CH:16]=[CH:17][C:18](=[O:19])[OH:20])[cH:21][cH:22][cH:23]2)[n:6][c:7]([C:9]([Cl:10])([Cl:11])[Cl:12])[n:8]1)([Cl:24])[Cl:25].[OH2:26]>>[Cl:1][C:2]([c:3]1[n:4][c:5](-[c:13]2[cH:14][c:15]([CH:16]=[CH:17][C:18](=[O:19])[O:20][CH3:27])[cH:21][cH:22][cH:23]2)[n:6][c:7]([C:9]([Cl:10])([Cl:11])[Cl:12])[n:8]1)([Cl:24])[Cl:25]. The reactants are C(#N)NC(SC)=NCCSCC=1OC(=CC1)CNC (N-cyano-N'-{2-[(5-methylaminomethyl-2-furyl)methylthio]ethyl}-S-methylisothiourea), C(C#C)N (propargylamine). Procedure: A mixture of N-cyano-N'-{2-[(5-methylaminomethyl-2-furyl)methylthio]ethyl}-S-methylisothiourea [prepared according to the procedure described in Belgian Pat. No. 857,388] and propargylamine in methanol is stirred and heated under a positive pressure of nitrogen to give, after workup and chromatography, the title compound. RXN SMILES: [C:1]([NH:3][C:4](=[N:7][CH2:8][CH2:9][S:10][CH2:11][C:12]1[O:13][C:14]([CH2:17][NH:18][CH3:19])=[CH:15][CH:16]=1)SC)#[N:2].[CH2:20]([NH2:23])[C:21]#[CH:22]>CO>[C:1]([NH:3][C:4]([NH:23][CH2:20][C:21]#[CH:22])=[N:7][CH2:8][CH2:9][S:10][CH2:11][C:12]1[O:13][C:14]([CH2:17][NH:18][CH3:19])=[CH:15][CH:16]=1)#[N:2]. Product: C(#N)NC(=NCCSCC=1OC(=CC1)CNC)NCC#C (N-Cyano-N'-(2-propyn-1-yl)-N"-{2-[(5-methylaminomethyl-2-furyl)methylthio]ethyl}guanidine). Solvent: CO (methanol). The reactants are COc1ccc(C(=O)Cl)cc1, CCOC(C)=O, Cc1oc2c(C)c(C)c(N)c(C)c2c1-c1ccc(F)cc1. Product: COc1ccc(C(=O)Nc2c(C)c(C)c3oc(C)c(-c4ccc(F)cc4)c3c2C)cc1. Reaction SMILES: [CH3:22][O:23][c:24]1[cH:25][cH:26][c:27]([C:28](=[O:29])[Cl:30])[cH:31][cH:32]1.[CH3:33][CH2:34][O:35][C:36](=[O:37])[CH3:38].[F:1][c:2]1[cH:3][cH:4][c:5](-[c:8]2[c:9]([CH3:21])[o:10][c:11]3[c:12]2[c:13]([CH3:20])[c:14]([NH2:19])[c:15]([CH3:18])[c:16]3[CH3:17])[cH:6][cH:7]1>>[F:1][c:2]1[cH:3][cH:4][c:5](-[c:8]2[c:9]([CH3:21])[o:10][c:11]3[c:12]2[c:13]([CH3:20])[c:14]([NH:19][C:28]([c:27]2[cH:26][cH:25][c:24]([O:23][CH3:22])[cH:32][cH:31]2)=[O:29])[c:15]([CH3:18])[c:16]3[CH3:17])[cH:6][cH:7]1. The reactants are CC1(O)NC(=O)OC12CCN(Cc1ccccc1)CC2, C1COCCO1. Yields the product C=C1NC(=O)OC12CCN(Cc1ccccc1)CC2. Reaction SMILES: [CH2:1]([c:2]1[cH:3][cH:4][cH:5][cH:6][cH:7]1)[N:8]1[CH2:9][CH2:10][C:11]2([C:12]([CH3:17])([OH:18])[NH:13][C:14](=[O:16])[O:15]2)[CH2:19][CH2:20]1.[O:21]1[CH2:22][CH2:23][O:24][CH2:25][CH2:26]1>>[CH2:1]([c:2]1[cH:3][cH:4][cH:5][cH:6][cH:7]1)[N:8]1[CH2:9][CH2:10][C:11]2([C:12](=[CH2:17])[NH:13][C:14](=[O:16])[O:15]2)[CH2:19][CH2:20]1. Starting materials: FC1=CC=C(C=C1)C[C@H]1CN(CCC1)CCCN (3-[(3S)-3-[(4-fluorophenyl)methyl]piperidinyl]propylamine), C1(=CC=CC=C1)OC(NC1=CC=C(C=C1)C1=NN=NN1C)=O ([4-(1-methyl-1H-tetrazol-5-yl)-phenyl]-carbamic acid phenyl ester), Cl (hydrochloric acid), C(C)OCC (diethyl ether). Run in C(C)#N (acetonitrile), C(Cl)Cl (methylene chloride). Reaction conditions: time 2 hour. The product is FC1=CC=C(C=C1)C[C@H]1CN(CCC1)CCCNC(=O)NC1=CC=C(C=C1)C1=NN=NN1C (N-[3-[(3S)-3-((4-Fluorophenyl)methyl]piperidinyl]propyl]-N′-[4-(1-methyl-1H-tetrazol-5-yl)phenyl]-urea). Reaction SMILES: [F:1][C:2]1[CH:7]=[CH:6][C:5]([CH2:8][C@@H:9]2[CH2:14][CH2:13][CH2:12][N:11]([CH2:15][CH2:16][CH2:17][NH2:18])[CH2:10]2)=[CH:4][CH:3]=1.C1([O:25][C:26](=O)[NH:27][C:28]2[CH:33]=[CH:32][C:31]([C:34]3[N:38]([CH3:39])[N:37]=[N:36][N:35]=3)=[CH:30][CH:29]=2)C=CC=CC=1.Cl.C(OCC)C>C(#N)C.C(Cl)Cl>[F:1][C:2]1[CH:7]=[CH:6][C:5]([CH2:8][C@@H:9]2[CH2:14][CH2:13][CH2:12][N:11]([CH2:15][CH2:16][CH2:17][NH:18][C:26]([NH:27][C:28]3[CH:29]=[CH:30][C:31]([C:34]4[N:38]([CH3:39])[N:37]=[N:36][N:35]=4)=[CH:32][CH:33]=3)=[O:25])[CH2:10]2)=[CH:4][CH:3]=1. Procedure: To a stirring solution of 25 mg 3-[(3S)-3-[(4-fluorophenyl)methyl]piperidinyl]propylamine (0.1 mmol, 1 eq) in 1 ml of dry acetonitrile was added 32.5 mg [4-(1-methyl-1H-tetrazol-5-yl)-phenyl]-carbamic acid phenyl ester (0.1 mmol, 1.1 eq). This mixture was stirred at room temperature for two hours, then concentrated in-vacuo to a pale yellow oil. This oil was purified via radial chromatography, eluting with a 19:1 mixture of methylene chloride and methanol, to yield a white solid. This solid was ... Reactants: C1CCCCC1 (cyclohexane), O1CCCC1 (tetrahydrofuran), C=CC1=CC=CC=C1 (styrene), stainless steel, C(CCC)[Li] (n-butyl-lithium). Run in CCCCCC (n-hexane). Run at temperature 50 celsius, time 20 minute. The product is C=CC(C)=C.C=CC1=CC=CC=C1 (styrene-isoprene). Reaction SMILES: C1CCCCC1.O1CCCC1.[CH2:12]=[CH:13][C:14]1[CH:19]=[CH:18][CH:17]=[CH:16][CH:15]=1.C([Li])CCC>CCCCCC>[CH2:12]=[CH:13][C:14](=[CH2:15])[CH3:19].[CH2:12]=[CH:13][C:14]1[CH:19]=[CH:18][CH:17]=[CH:16][CH:15]=1 |f:5.6|. Reported procedure: 700 grams of cyclohexane containing 100 ppm of tetrahydrofuran and 18 g of styrene monomer were charged to a reactor of 2 litres of capacity, of stainless steel, equipped with thermostatting jacket and stirring system. The mixture was heated up to 50° C. and then 0.09 g of n-butyl-lithium in solution in n-hexane was added to it. After 25 minutes of reaction, the temperature had increased up to 55° C. A sample was collected in order to check the reaction mixture for the complete conversion of the... Reactants: NC1=CC2=C(C(=CO2)C)C=C1C (6-amino-3,5-dimethylbenzofuran), C(CBr)OCCBr (2,2'-dibromodiethyl ether), C(C)N(C(C)C)C(C)C (N-ethyldiisopropylamine). Solvent: C(C)O (ethanol). Product: CC1=COC2=C1C=C(C(=C2)N2CCOCC2)C (3,5-dimethyl-6-morpholinobenzofuran). RXN SMILES: [NH2:1][C:2]1[C:11]([CH3:12])=[CH:10][C:5]2[C:6]([CH3:9])=[CH:7][O:8][C:4]=2[CH:3]=1.[CH2:13]([O:16][CH2:17][CH2:18]Br)[CH2:14]Br.C(N(C(C)C)C(C)C)C>C(O)C>[CH3:9][C:6]1[C:5]2[CH:10]=[C:11]([CH3:12])[C:2]([N:1]3[CH2:18][CH2:17][O:16][CH2:13][CH2:14]3)=[CH:3][C:4]=2[O:8][CH:7]=1. Procedure details: A mixture of 22.8 g (0.141 mole) of 6-amino-3,5-dimethylbenzofuran, 65.8 g (0.283 mole) of 2,2'-dibromodiethyl ether, 36.1 g (0.279 mole) of N-ethyldiisopropylamine and 210 ml of ethanol is boiled under reflux for 16 hours. The residue obtained after removal of the ethanol in vacuo is taken up in methylene chloride and washed twice with dilute sodium bicarbonate solution. The organic phase is dried, concentrated by evaporation and the crude product is chromatographed over silica gel with petrole... The reactants are C1CCC(CC1)N=C=NC2CCCCC2 (DCC), C(CCC)(=O)O (n-butyric acid), CS(=O)(=O)OC1=CC2=CC=C(C=C2C=C1)C(N)=N (6-amidino-2-naphthol methane-sulfonate). Run in N1=CC=CC=C1 (pyridine). Conditions: time 30 minute. Product: C(CCC)(=O)OC1=CC2=CC=C(C=C2C=C1)C(N)=N (6-amidino-2-naphthyl n-butyrate). Isolated yield 38.7%. Reaction SMILES: [C:1]([OH:6])(=[O:5])[CH2:2][CH2:3][CH3:4].C1CCC(N=C=NC2CCCCC2)CC1.CS(O[C:27]1[CH:36]=[CH:35][C:34]2[C:29](=[CH:30][CH:31]=[C:32]([C:37](=[NH:39])[NH2:38])[CH:33]=2)[CH:28]=1)(=O)=O>N1C=CC=CC=1>[C:1]([O:6][C:27]1[CH:36]=[CH:35][C:34]2[C:29](=[CH:30][CH:31]=[C:32]([C:37](=[NH:38])[NH2:39])[CH:33]=2)[CH:28]=1)(=[O:5])[CH2:2][CH2:3][CH3:4]. Procedure details: To a solution of 1.6 g of n-butyric acid in 50 ml of anhydrous pyridine, while being cooled in ice, was added 4.4 g of DCC. After stirring for 30 minutes, 5.0 g of 6-amidino-2-naphthol methane-sulfonate was added to the mixture and further stirred overnight at room temperature. The precipitate was collected by filtration, washed successively with a small volume of pyridine, ethyl ether, and acetone, and dissolved in methanol at room temperature. The insolubles were collected by filtration and wa... Reactants: [N+](=O)([O-])C=1C=NC2=CC=CC=C2C1NCCCCNC(OC(C)(C)C)=O (1,1-dimethylethyl N-{4-[(3-nitroquinolin-4-yl)amino]butyl}carbamate). Reagents/catalysts: [Pt] (Platinum on carbon). Run in C1(=CC=CC=C1)C (toluene). Run at time 3 hour. The product is NC=1C=NC2=CC=CC=C2C1NCCCCNC(OC(C)(C)C)=O (1,1-dimethylethyl N-{4-[(3-aminoquinolin-4-yl)amino]butyl}carbamate). The yield is 91.1%. RXN SMILES: [N+:1]([C:4]1[CH:5]=[N:6][C:7]2[C:12]([C:13]=1[NH:14][CH2:15][CH2:16][CH2:17][CH2:18][NH:19][C:20](=[O:26])[O:21][C:22]([CH3:25])([CH3:24])[CH3:23])=[CH:11][CH:10]=[CH:9][CH:8]=2)([O-])=O>[Pt].C1(C)C=CC=CC=1>[NH2:1][C:4]1[CH:5]=[N:6][C:7]2[C:12]([C:13]=1[NH:14][CH2:15][CH2:16][CH2:17][CH2:18][NH:19][C:20](=[O:26])[O:21][C:22]([CH3:24])([CH3:23])[CH3:25])=[CH:11][CH:10]=[CH:9][CH:8]=2. Procedure details: Platinum on carbon (3.6 g of 5%) was added to a solution of 1,1-dimethylethyl N-{4-[(3-nitroquinolin-4-yl)amino]butyl}carbamate (36.1 g, 100 mmol) in toluene (1.5 L). The mixture was hydrogenated at 50 psi (3.5 Kg/cm2) for 3 hours. The reaction mixture was filtered through a layer of Celite® filter aid to remove the catalyst. The filtrate was concentrated under vacuum to provide 30.1 g of crude 1,1-dimethylethyl N-{4-[(3-aminoquinolin-4-yl)amino]butyl}carbamate as a gooey orange syrup.